From a dataset of the Open Reaction Database (ORD), a public repository of structured organic reaction records. describe an organic reaction: reactants, conditions, products, and yield Reactants: CC(=O)OCCCCCCCCCCCC1Cc2cc(OC(C)=O)ccc2C2CCC3(C)C(=O)CCC3C12, COC(OC)OC, ClCCl, OCCO, Cc1ccc(S(=O)(=O)O)cc1. Yields the product CC(=O)OCCCCCCCCCCCC1Cc2cc(OC(C)=O)ccc2C2CCC3(C)C(CCC34OCCO4)C12. As a reaction SMILES: [C:1]([CH3:2])(=[O:3])[O:4][c:5]1[cH:6][c:7]2[c:20]([cH:21][cH:22]1)[CH:19]1[CH:10]([CH:9]([CH2:24][CH2:25][CH2:26][CH2:27][CH2:28][CH2:29][CH2:30][CH2:31][CH2:32][CH2:33][CH2:34][O:35][C:36]([CH3:37])=[O:38])[CH2:8]2)[CH:11]2[CH2:12][CH2:13][C:14](=[O:23])[C:15]2([CH3:16])[CH2:17][CH2:18]1.[CH:43]([O:44][CH3:45])([O:46][CH3:47])[O:48][CH3:49].[Cl:61][CH2:62][Cl:63].[OH:39][CH2:40][CH2:41][OH:42].[c:50]1([CH3:51])[cH:52][cH:53][c:54]([S:55]([OH:56])(=[O:57])=[O:58])[cH:59][cH:60]1>>[C:1]([CH3:2])(=[O:3])[O:4][c:5]1[cH:6][c:7]2[c:20]([cH:21][cH:22]1)[CH:19]1[CH:10]([CH:9]([CH2:24][CH2:25][CH2:26][CH2:27][CH2:28][CH2:29][CH2:30][CH2:31][CH2:32][CH2:33][CH2:34][O:35][C:36]([CH3:37])=[O:38])[CH2:8]2)[CH:11]2[CH2:12][CH2:13][C:14]3([C:15]2([CH3:16])[CH2:17][CH2:18]1)[O:23][CH2:41][CH2:40][O:39]3. Reactants: OC1=C(C=C(C=C1)C1=CC2=C(C(=N1)C#N)N=NN2C)C(F)(F)F (6-(4-Hydroxy-3-(trifluoromethyl)phenyl)-1-methyl-1H-[1,2,3]triazolo[4,5-c]pyridine-4-carbonitrile), CS(=O)(=O)OC[C@H]1CN(CC1)C1=NC=CC=C1 ((R)-(1-(pyridin-2-yl)pyrrolidin-3-yl)methyl methanesulfonate), C([O-])([O-])=O.[Cs+].[Cs+] (cesium carbonate). Reagents/catalysts: [I-].C(CCC)[N+](CCCC)(CCCC)CCCC (tetrabutylammonium iodide). Run in CN(C)C=O (DMF), C(C)(=O)OCC (ethyl acetate). The product is CN1N=NC=2C(=NC(=CC21)C2=CC(=C(C=C2)OC[C@H]2CN(CC2)C2=NC=CC=C2)C(F)(F)F)C#N ((R)-1-methyl-6-(4-((1-(pyridin-2-yl)pyrrolidin-3-yl)methoxy)-3-(trifluoromethyl)phenyl)-1H-[1,2,3]triazolo[4,5-c]pyridine-4-carbonitrile). RXN SMILES: [OH:1][C:2]1[CH:7]=[CH:6][C:5]([C:8]2[N:13]=[C:12]([C:14]#[N:15])[C:11]3[N:16]=[N:17][N:18]([CH3:19])[C:10]=3[CH:9]=2)=[CH:4][C:3]=1[C:20]([F:23])([F:22])[F:21].CS(O[CH2:29][C@@H:30]1[CH2:34][CH2:33][N:32]([C:35]2[CH:40]=[CH:39][CH:38]=[CH:37][N:36]=2)[CH2:31]1)(=O)=O.C(=O)([O-])[O-].[Cs+].[Cs+]>[I-].C([N+](CCCC)(CCCC)CCCC)CCC.CN(C=O)C.C(OCC)(=O)C>[CH3:19][N:18]1[C:10]2[CH:9]=[C:8]([C:5]3[CH:6]=[CH:7][C:2]([O:1][CH2:29][C@@H:30]4[CH2:34][CH2:33][N:32]([C:35]5[CH:40]=[CH:39][CH:38]=[CH:37][N:36]=5)[CH2:31]4)=[C:3]([C:20]([F:23])([F:22])[F:21])[CH:4]=3)[N:13]=[C:12]([C:14]#[N:15])[C:11]=2[N:16]=[N:17]1 |f:2.3.4,5.6|. Procedure details: 6-(4-Hydroxy-3-(trifluoromethyl)phenyl)-1-methyl-1H-[1,2,3]triazolo[4,5-c]pyridine-4-carbonitrile (0.235 mmol, 0.075 g), (R)-(1-(pyridin-2-yl)pyrrolidin-3-yl)methyl methanesulfonate (0.282 mmol, 0.072 g), cesium carbonate (0.352 mmol, 0.115 g) and tetrabutylammonium iodide (0.117 mmol, 0.043 g) were stirred in DMF (1 ml) at 50° C. overnight. The reaction mixture was diluted with ethyl acetate, washed with water and dried over Na2SO4. The resulting residue was triturated with ether and filtered. ... Reactants: CCO, Fc1cccc(F)c1CBr, NCCO. The product is OCCNCc1c(F)cccc1F. As a reaction SMILES: [CH3:15][CH2:16][OH:17].[F:1][c:2]1[c:3]([CH2:4][Br:5])[c:6]([F:10])[cH:7][cH:8][cH:9]1.[NH2:11][CH2:12][CH2:13][OH:14]>>[F:1][c:2]1[c:3]([CH2:4][NH:11][CH2:12][CH2:13][OH:14])[c:6]([F:10])[cH:7][cH:8][cH:9]1. Reactants: CCC(NC(Cc1ccc2c(c1)OCC(c1ccc(OC(C)=O)cc1)O2)C(=O)OC)c1ccccc1, [Na+], O=C([O-])O, C1COCCO1, O=C(O)C(F)(F)F. The product is CCC(c1ccccc1)N1Cc2cc3c(cc2CC1C(=O)OC)OCC(c1ccc(OC(C)=O)cc1)O3. As a reaction SMILES: [CH3:1][O:2][C:3]([CH:4]([CH2:5][c:6]1[cH:7][c:8]2[c:9]([cH:24][cH:25]1)[O:10][CH:11]([c:14]1[cH:15][cH:16][c:17]([O:20][C:21]([CH3:22])=[O:23])[cH:18][cH:19]1)[CH2:12][O:13]2)[NH:26][CH:27]([CH2:28][CH3:29])[c:30]1[cH:31][cH:32][cH:33][cH:34][cH:35]1)=[O:36].[Na+:48].[O-:44][C:45]([OH:46])=[O:47].[O:49]1[CH2:50][CH2:51][O:52][CH2:53][CH2:54]1.[OH:37][C:38]([C:39]([F:40])([F:41])[F:42])=[O:43]>>[CH3:1][O:2][C:3]([CH:4]1[CH2:5][c:6]2[cH:7][c:8]3[c:9]([cH:24][c:25]2[CH2:38][N:26]1[CH:27]([CH2:28][CH3:29])[c:30]1[cH:31][cH:32][cH:33][cH:34][cH:35]1)[O:10][CH:11]([c:14]1[cH:15][cH:16][c:17]([O:20][C:21]([CH3:22])=[O:23])[cH:18][cH:19]1)[CH2:12][O:13]3)=[O:36]. Run in CCO (EtOH). Reported procedure: A 50-mL round bottom flask was charged with ethyl (Z)-3-[(3-ethoxy-3-oxo-propanoyl)amino]-2-ethyl-but-2-enoate (540 mg, 2 mmol, 1 eq.), sodium methoxide (750 mg, 6.8 mmol, 3.4 eq. 25 wt. % in MeOH) and EtOH (10 ml). The mixture was stirred under reflux for 1 hr. After cooling to room temperature, the mixture was acidified by addition of 2N HCl aq. (5 ml) and extracted with ethyl acetate (3×10 ml). The combined organic layers were dried over anhydrous sodium sulfate and concentrated on a rotary e... As a reaction SMILES: [CH2:1]([O:3][C:4](=[O:19])[CH2:5][C:6]([NH:8]/[C:9](/[CH3:18])=[C:10](/[CH2:16][CH3:17])\[C:11]([O:13]CC)=O)=[O:7])[CH3:2].C[O-].[Na+].Cl>CCO>[CH2:16]([C:10]1[C:11]([OH:13])=[C:5]([C:4]([O:3][CH2:1][CH3:2])=[O:19])[C:6](=[O:7])[NH:8][C:9]=1[CH3:18])[CH3:17] |f:1.2|. The product is C(C)C=1C(=C(C(NC1C)=O)C(=O)OCC)O (ethyl 5-ethyl-4-hydroxy-6-methyl-2-oxo-1H-pyridine-3-carboxylate). Starting materials: C(C)OC(CC(=O)N\C(=C(/C(=O)OCC)\CC)\C)=O (ethyl (Z)-3-[(3-ethoxy-3-oxo-propanoyl)amino]-2-ethyl-but-2-enoate), C[O-].[Na+] (sodium methoxide), Cl (HCl). Isolated yield 45.5%. Starting materials: [H-].[Na+] (sodium hydride), BrCCC (1-bromopropane), FC1=CC=C(CN2CCC(CC2)=CCNC(=O)C2=NNC3=CC=CC=C23)C=C1 (N-[2-(1-p-Fluorobenzyl-4-piperidylidene)ethyl]-1H-indazole-3-carboxamide). Run in C(C)(=O)OCC (ethyl acetate), CN(C)C=O (DMF). Conditions: time 8 hour. The product is FC1=CC=C(CN2CCC(CC2)=CCNC(=O)C2=NN(C3=CC=CC=C23)CCC)C=C1 (N-[2-(1-p-Fluorobenzyl-4-piperidylidene)ethyl]-1-n-propylindazole-3-carboxamide). The yield is 40.9%. As a reaction SMILES: [F:1][C:2]1[CH:28]=[CH:27][C:5]([CH2:6][N:7]2[CH2:12][CH2:11][C:10](=[CH:13][CH2:14][NH:15][C:16]([C:18]3[C:26]4[C:21](=[CH:22][CH:23]=[CH:24][CH:25]=4)[NH:20][N:19]=3)=[O:17])[CH2:9][CH2:8]2)=[CH:4][CH:3]=1.[H-].[Na+].Br[CH2:32][CH2:33][CH3:34]>CN(C=O)C.C(OCC)(=O)C>[F:1][C:2]1[CH:3]=[CH:4][C:5]([CH2:6][N:7]2[CH2:12][CH2:11][C:10](=[CH:13][CH2:14][NH:15][C:16]([C:18]3[C:26]4[C:21](=[CH:22][CH:23]=[CH:24][CH:25]=4)[N:20]([CH2:32][CH2:33][CH3:34])[N:19]=3)=[O:17])[CH2:9][CH2:8]2)=[CH:27][CH:28]=1 |f:1.2|. Reported procedure: N-[2-(1-p-Fluorobenzyl-4-piperidylidene)ethyl]-1H-indazole-3-carboxamide (0.33 g) obtained in Example 9 was dissolved in DMF (5 ml), 60% sodium hydride (0.05 g) and 1-bromopropane (0.21 g) were successively added under ice-cooling, and the mixture was stirred overnight at room temperature. The reaction solution was diluted with ethyl acetate (50 ml), washed with water (20 ml×4), dried over anhydrous magnesium sulfate, and distilled off under reduced pressure. The residue was purified by silica g...